The task is: describe an organic reaction: reactants, conditions, products, and yield. This data is from the Open Reaction Database (ORD), a public repository of structured organic reaction records. Reactants: N[C@@H](CC)C1=NC2=CC=CC(=C2C(N1C1=CC(=CC=C1)OCC(F)(F)F)=O)F ((S)-2-(1-aminopropyl)-5-fluoro-3-(3-(2,2,2-trifluoroethoxy)phenyl)quinazolin-4(3H)-one), ClC1=C2C(=NC=C1)NC=N2 (7-chloro-3H-imidazo[4,5-b]pyridine), C(C)(C)N(CC)C(C)C (diisopropylethylamine). The solvent is CC(C)(C)O (t-BuOH). Reaction conditions: temperature 120 celsius, time 48 hour. Yields the product N1=CNC2=NC=CC(=C21)N[C@@H](CC)C2=NC1=CC=CC(=C1C(N2C2=CC(=CC=C2)OCC(F)(F)F)=O)F ((S)-2-(1-((3H-imidazo[4,5-b]pyridin-7-yl)amino)propyl)-5-fluoro-3-(3-(2,2,2-trifluoroethoxy)phenyl)quinazolin-4(3H)-one). As a reaction SMILES: [NH2:1][C@H:2]([C:5]1[N:14]([C:15]2[CH:20]=[CH:19][CH:18]=[C:17]([O:21][CH2:22][C:23]([F:26])([F:25])[F:24])[CH:16]=2)[C:13](=[O:27])[C:12]2[C:7](=[CH:8][CH:9]=[CH:10][C:11]=2[F:28])[N:6]=1)[CH2:3][CH3:4].Cl[C:30]1[CH:35]=[CH:34][N:33]=[C:32]2[NH:36][CH:37]=[N:38][C:31]=12.C(N(C(C)C)CC)(C)C>CC(O)(C)C>[N:38]1[C:31]2[C:32](=[N:33][CH:34]=[CH:35][C:30]=2[NH:1][C@H:2]([C:5]2[N:14]([C:15]3[CH:20]=[CH:19][CH:18]=[C:17]([O:21][CH2:22][C:23]([F:26])([F:24])[F:25])[CH:16]=3)[C:13](=[O:27])[C:12]3[C:7](=[CH:8][CH:9]=[CH:10][C:11]=3[F:28])[N:6]=2)[CH2:3][CH3:4])[NH:36][CH:37]=1. Procedure: Under nitrogen, to (S)-2-(1-aminopropyl)-5-fluoro-3-(3-(2,2,2-trifluoroethoxy)phenyl)quinazolin-4(3H)-one (40 mg, 0.10 mmol, 1.0 equiv) in t-BuOH (0.5 mL) at 23° C. is added 7-chloro-3H-imidazo[4,5-b]pyridine (23 mg, 0.15 mmol, 1.5 equiv) and diisopropylethylamine (63 μL, 0.36 mmol, 4.0 equiv). After stirring for 48 hr at 120° C. in a sealed tube, the reaction mixture is concentrated in vacuo and the residue is purified by preparative TLC eluting with CH2Cl2/MeOH to afford the title compound (Co... Reactants: Brc1cnc2c(c1)CC1(CN3CCC1CC3)O2, CCCC[Sn](CCCC)(CCCC)c1cccnc1, COCCOC, CO, ClC(Cl)Cl, [Cl-], [Li+], Cc1ccccc1P(c1ccccc1C)c1ccccc1C. Yields the product c1cncc(-c2cnc3c(c2)CC2(CN4CCC2CC4)O3)c1. As a reaction SMILES: [Br:1][c:2]1[cH:3][c:4]2[c:5]([n:6][cH:7]1)[O:8][C:9]1([CH2:10][N:11]3[CH2:12][CH2:13][CH:14]1[CH2:15][CH2:16]3)[CH2:17]2.[CH2:42]([Sn:43]([CH2:44][CH2:45][CH2:46][CH3:53])([c:47]1[cH:48][n:49][cH:50][cH:51][cH:52]1)[CH2:54][CH2:55][CH2:56][CH3:57])[CH2:58][CH2:59][CH3:60].[CH3:61][O:62][CH2:63][CH2:64][O:65][CH3:66].[CH3:71][OH:72].[CH:67]([Cl:68])([Cl:69])[Cl:70].[Cl-:41].[Li+:40].[c:18]1([CH3:19])[cH:20][cH:21][cH:22][cH:23][c:24]1[P:25]([c:26]1[cH:27][cH:28][cH:29][cH:30][c:31]1[CH3:32])[c:33]1[cH:34][cH:35][cH:36][cH:37][c:38]1[CH3:39]>>[c:2]1(-[c:47]2[cH:48][n:49][cH:50][cH:51][cH:52]2)[cH:3][c:4]2[c:5]([n:6][cH:7]1)[O:8][C:9]1([CH2:10][N:11]3[CH2:12][CH2:13][CH:14]1[CH2:15][CH2:16]3)[CH2:17]2. Starting materials: CCO, Nc1nc(Cl)nc2ccccc12, NN. The product is NNc1nc(N)c2ccccc2n1. As a reaction SMILES: [CH3:15][CH2:16][OH:17].[Cl:1][c:2]1[n:3][c:4]2[cH:5][cH:6][cH:7][cH:8][c:9]2[c:10]([NH2:12])[n:11]1.[NH2:13][NH2:14]>>[c:2]1([NH:13][NH2:14])[n:3][c:4]2[cH:5][cH:6][cH:7][cH:8][c:9]2[c:10]([NH2:12])[n:11]1. Product: CC1(Cc2ccc(OC=O)c(OC=O)c2)NC(=O)OC1=O. Reaction SMILES: [C:5](=[O:6])([O:7][CH2:8][c:9]1[cH:10][cH:11][cH:12][cH:13][cH:14]1)[NH:15][C:16]([CH2:17][c:18]1[cH:19][c:20]([O:27][CH:28]=[O:29])[c:21]([O:24][CH:25]=[O:26])[cH:22][cH:23]1)([C:30](=[O:31])[OH:32])[CH3:33].[CH2:34]([O:35][CH2:36][CH3:37])[CH3:38].[P:1]([Br:2])([Br:3])[Br:4]>>[C:5]1(=[O:6])[NH:15][C:16]([CH2:17][c:18]2[cH:19][c:20]([O:27][CH:28]=[O:29])[c:21]([O:24][CH:25]=[O:26])[cH:22][cH:23]2)([CH3:33])[C:30](=[O:32])[O:31]1. The reactants are CC(Cc1ccc(OC=O)c(OC=O)c1)(NC(=O)OCc1ccccc1)C(=O)O, CCOCC, BrP(Br)Br. Starting materials: C(C)(=O)OC=1C=C2CCC(OC2=CC1C(C)(C)C)(C)CCOC1=CC=C(CC2C(NC(S2)=N)=O)C=C1 (5-{4-[2-(6-Acetoxy-7-t-butyl-2-methylchroman-2-yl)ethoxy]benzyl}-2-iminothiazolidin-4-one), Cl (hydrochloric acid), O (water). Run in COCCO (ethylene glycol monomethyl ether). Yields the product C(C)(C)(C)C1=C(C=C2CCC(OC2=C1)(C)CCOC1=CC=C(CC2C(NC(S2)=O)=O)C=C1)O (5-{4-[2-(7-t-Butyl-6-hydroxy-2-methylchroman-2-yl)-ethoxy]benzyl}thiazolidine-2,4-dione). RXN SMILES: C([O:4][C:5]1[CH:6]=[C:7]2[C:12](=[CH:13][C:14]=1[C:15]([CH3:18])([CH3:17])[CH3:16])[O:11][C:10]([CH2:20][CH2:21][O:22][C:23]1[CH:36]=[CH:35][C:26]([CH2:27][CH:28]3[S:32][C:31](=N)[NH:30][C:29]3=[O:34])=[CH:25][CH:24]=1)([CH3:19])[CH2:9][CH2:8]2)(=O)C.Cl.[OH2:38]>COCCO>[C:15]([C:14]1[CH:13]=[C:12]2[C:7]([CH2:8][CH2:9][C:10]([CH2:20][CH2:21][O:22][C:23]3[CH:36]=[CH:35][C:26]([CH2:27][CH:28]4[S:32][C:31](=[O:38])[NH:30][C:29]4=[O:34])=[CH:25][CH:24]=3)([CH3:19])[O:11]2)=[CH:6][C:5]=1[OH:4])([CH3:16])([CH3:18])[CH3:17]. Procedure details: 75 mg of 5-{4-[2-(6-acetoxy-7-t-butyl-2-methylchroman-2-yl)ethoxy]benzyl}-2-iminothiazolidin-4-one (prepared as described in Example 6) were added to a mixture of 0.5 ml of concentrated hydrochloric acid, 2 ml of water and 2 ml of ethylene glycol monomethyl ether, and the mixture was heated under reflux for 4 hours. The mixture was then processed and purified by the procedures described in Example 1(a), except that the crude product, in the form of an oil, was purified by column chromatography t... Reaction SMILES: [Cl:1][C:2]1[CH:48]=[CH:47][CH:46]=[CH:45][C:3]=1[C:4]([C:6]1[CH:11]=[C:10]([F:12])[CH:9]=[CH:8][C:7]=1[N:13]([CH:28]=[N:29][NH:30][C:31](=O)[CH2:32][N:33]1[C:41](=[O:42])[C:40]2[C:35](=[CH:36][CH:37]=[CH:38][CH:39]=2)[C:34]1=[O:43])C(=O)CN1C(=O)C2C(=CC=CC=2)C1=O)=[O:5].FC(F)(F)C(O)=O>>[Cl:1][C:2]1[CH:48]=[CH:47][CH:46]=[CH:45][C:3]=1[C:4](=[O:5])[C:6]1[CH:11]=[C:10]([F:12])[CH:9]=[CH:8][C:7]=1[N:13]1[CH:28]=[N:29][N:30]=[C:31]1[CH2:32][N:33]1[C:34](=[O:43])[C:35]2=[CH:36][CH:37]=[CH:38][CH:39]=[C:40]2[C:41]1=[O:42]. The reactants are ClC1=C(C(=O)C2=C(C=CC(=C2)F)N(C(CN2C(C3=CC=CC=C3C2=O)=O)=O)C=NNC(CN2C(C3=CC=CC=C3C2=O)=O)=O)C=CC=C1 (1,3-dioxo-2-isoindolineacetic acid, [[N-[2-(o-chlorobenzoyl)-4-fluorophenyl]-1,3-dioxo-2-isoindolineacetamido]methylene]hydrazide), FC(C(=O)O)(F)F (trifluoroacetic acid). Procedure details: In the manner given in Example 7, 1,3-dioxo-2-isoindolineacetic acid, [[N-[2-(o-chlorobenzoyl)-4-fluorophenyl]-1,3-dioxo-2-isoindolineacetamido]methylene]hydrazide is heated to 100°-110°C with trifluoroacetic acid to give 2'-chloro-5-fluoro-2-[3-(phthalimidomethyl)-4H-1,2,4-triazol-4-yl]benzophenone. Product: ClC1=C(C=CC=C1)C(C1=C(C=CC(=C1)F)N1C(=NN=C1)CN1C(C=2C(C1=O)=CC=CC2)=O)=O (2'-chloro-5-fluoro-2-[3-(phthalimidomethyl)-4H-1,2,4-triazol-4-yl]benzophenone).